This data is from the Open Reaction Database (ORD), a public repository of structured organic reaction records. The task is: describe an organic reaction: reactants, conditions, products, and yield The reactants are CC(=O)OC(C)C, CCN(C(=O)Nc1ccc(OC(F)(F)F)cc1)C1Cc2ccc(SC(C)(C)C(=O)OC(C)(C)C)cc2C1, O, O=S(=O)(O)O. As a reaction SMILES: [C:44]([O:45][CH:46]([CH3:47])[CH3:48])(=[O:49])[CH3:50].[CH2:1]([CH3:2])[N:3]([C:4](=[O:5])[NH:6][c:7]1[cH:8][cH:9][c:10]([O:13][C:14]([F:15])([F:16])[F:17])[cH:11][cH:12]1)[CH:18]1[CH2:19][c:20]2[cH:21][cH:22][c:23]([S:27][C:28]([C:29](=[O:30])[O:31][C:32]([CH3:33])([CH3:34])[CH3:35])([CH3:36])[CH3:37])[cH:24][c:25]2[CH2:26]1.[OH2:43].[S:38](=[O:39])(=[O:40])([OH:41])[OH:42]>>[CH2:1]([CH3:2])[N:3]([C:4](=[O:5])[NH:6][c:7]1[cH:8][cH:9][c:10]([O:13][C:14]([F:15])([F:16])[F:17])[cH:11][cH:12]1)[CH:18]1[CH2:19][c:20]2[cH:21][cH:22][c:23]([S:27][C:28]([C:29](=[O:30])[OH:31])([CH3:36])[CH3:37])[cH:24][c:25]2[CH2:26]1. Product: CCN(C(=O)Nc1ccc(OC(F)(F)F)cc1)C1Cc2ccc(SC(C)(C)C(=O)O)cc2C1. Starting materials: resultant mixture, ClC1=NC(N(C=N1)CC1=CC=C(C=C1)Cl)=O (4-chloro-1-(4-chlorobenzyl)-1,3,5-triazin-2(1H)-one), C([O-])([O-])=O.[K+].[K+] (potassium carbonate), FC1=CC=C(C=C1)N1CCC(CC1)N (1-(4-fluorophenyl)piperidine-4-amine). Run in C(Cl)(Cl)Cl (chloroform), C(Cl)(Cl)Cl (chloroform), O (water). The product is ClC1=CC=C(CN2C(N=C(N=C2)NC2CCN(CC2)C2=CC=C(C=C2)F)=O)C=C1 (1-(4-Chlorobenzyl)-4-{[1-(4-fluorophenyl)piperidin-4-yl]amino}-1,3,5-triazin-2(1H)-one). Yield: 52.5%. Reaction SMILES: Cl[C:2]1[N:7]=[CH:6][N:5]([CH2:8][C:9]2[CH:14]=[CH:13][C:12]([Cl:15])=[CH:11][CH:10]=2)[C:4](=[O:16])[N:3]=1.C(=O)([O-])[O-].[K+].[K+].[F:23][C:24]1[CH:29]=[CH:28][C:27]([N:30]2[CH2:35][CH2:34][CH:33]([NH2:36])[CH2:32][CH2:31]2)=[CH:26][CH:25]=1>C(Cl)(Cl)Cl.O>[Cl:15][C:12]1[CH:13]=[CH:14][C:9]([CH2:8][N:5]2[CH:6]=[N:7][C:2]([NH:36][CH:33]3[CH2:34][CH2:35][N:30]([C:27]4[CH:28]=[CH:29][C:24]([F:23])=[CH:25][CH:26]=4)[CH2:31][CH2:32]3)=[N:3][C:4]2=[O:16])=[CH:10][CH:11]=1 |f:1.2.3|. Procedure details: To a chloroform solution (1.1 mL) of 4-chloro-1-(4-chlorobenzyl)-1,3,5-triazin-2(1H)-one (59 mg, 0.23 mmol) synthesized in Reference Synthesis Example 11, potassium carbonate (80 mg, 0.58 mmol) and 1-(4-fluorophenyl)piperidine-4-amine (66 mg, 0.34 mmol) synthesized in Reference Synthesis Example 83 were added and the resultant mixture was stirred at room temperature for 30 minutes. After the completion of the reaction, water was added to the reaction solution and extraction with chloroform from ... The reactants are ClC=1C=C2CCNC(C2=CC1)=O (6-chloro-3,4-dihydro-2H-isoquinolin-1-one), C(#N)C1=C(C(=O)C(=C(C1=O)Cl)Cl)C#N (DDQ). Solvent: O1CCOCC1 (dioxane). The product is ClC=1C=C2C=CNC(C2=CC1)=O (6-Chloro-2H-isoquinolin-1-one). The yield is 60.1%. As a reaction SMILES: [Cl:1][C:2]1[CH:3]=[C:4]2[C:9](=[CH:10][CH:11]=1)[C:8](=[O:12])[NH:7][CH2:6][CH2:5]2.C(C1C(=O)C(Cl)=C(Cl)C(=O)C=1C#N)#N>O1CCOCC1>[Cl:1][C:2]1[CH:3]=[C:4]2[C:9](=[CH:10][CH:11]=1)[C:8](=[O:12])[NH:7][CH:6]=[CH:5]2. Reported procedure: A mixture of 6-chloro-3,4-dihydro-2H-isoquinolin-1-one (181.5 mg, 1 mmol, intermediate A-2) and DDQ (227 mg, 1 mmol) in dioxane (3 mL) was refluxed overnight. After cooling to room temperature, the reaction mixture was treated with satd. aq. NaHCO3 solution, and then extracted with ethyl acetate (2×10 mL). The organic layers were dried over anhy. Na2SO4, filtered, and concentrated in vacuo to afford a crude product which was then purified by silica gel flash chromatography to give title compound... RXN SMILES: C([N:3](C([O-])=O)[N:4]=[C:5]([C:15]1[CH:20]=[CH:19][C:18]([O:21][CH3:22])=[CH:17][C:16]=1[O:23][CH3:24])[CH2:6][C:7]1[CH:12]=[CH:11][C:10]([O:13][CH3:14])=[CH:9][CH:8]=1)C.O=[S:29](Cl)Cl>>[CH3:24][O:23][C:16]1[CH:17]=[C:18]([O:21][CH3:22])[CH:19]=[CH:20][C:15]=1[C:5]1[N:4]=[N:3][S:29][C:6]=1[C:7]1[CH:12]=[CH:11][C:10]([O:13][CH3:14])=[CH:9][CH:8]=1. Product: COC1=C(C=CC(=C1)OC)C=1N=NSC1C1=CC=C(C=C1)OC (4-(2,4-Dimethoxyphenyl)-5-(4-methoxyphenyl)-1,2,3-thiadiazole). Isolated yield 44.7%. Starting materials: C(C)N(N=C(CC1=CC=C(C=C1)OC)C1=C(C=C(C=C1)OC)OC)C(=O)[O-] (Ethyl-[1-(2,4-dimethoxyphenyl)-2-(4-methoxyphenyl)-ethylidene]hydrazine carboxylate), O=S(Cl)Cl (SOCl2). Procedure details: Acylhydrazone 15 (4.32 g, 11.6 mmol) was added to SOCl2 (50 ml) at 0° C. The reaction was allowed to warm to room temperature. The reaction was complete (by TLC) after 3 hours. SOCl2 was removed under reduced pressure and the crude brown oil was chromatographed on 350 g SIO2, eluting with 4:1, CH2Cl2 :Hexane to afford 13 (1.7 g, 44.7%), m.p. 90-91.5. Reactants: CN(C)C=O, NC(=O)c1ccc2nc3c(c(=O)n2c1)SCC3, O, Cc1ccc(S(=O)(=O)Cl)cc1, c1ccncc1. Product: N#Cc1ccc2nc3c(c(=O)n2c1)SCC3. Reaction SMILES: [CH3:35][N:36]([CH3:37])[CH:38]=[O:39].[O:1]=[c:2]1[c:3]2[c:4]([n:5][c:6]3[n:7]1[cH:8][c:9]([C:12](=[O:13])[NH2:14])[cH:10][cH:11]3)[CH2:15][CH2:16][S:17]2.[OH2:40].[c:18]1([CH3:19])[cH:20][cH:21][c:22]([S:23]([Cl:24])(=[O:25])=[O:26])[cH:27][cH:28]1.[cH:29]1[cH:30][cH:31][n:32][cH:33][cH:34]1>>[O:1]=[c:2]1[c:3]2[c:4]([n:5][c:6]3[n:7]1[cH:8][c:9]([C:12]#[N:14])[cH:10][cH:11]3)[CH2:15][CH2:16][S:17]2. Starting materials: CC(C)(C)NC(=O)O, CC(C)(C)NC(=O)O, ClCCl, NCc1c(-c2ncco2)n(-c2ccccc2)c2cc(Cl)ccc2c1=O, O=C(O)C(F)(F)F. The product is NCc1c(-c2ncco2)n(-c2ccccc2)c2cc(Cl)ccc2c1=O, O=C(O)C(F)(F)F. As a reaction SMILES: [C:1]([NH:2][C:3](=[O:4])[OH:5])([CH3:6])([CH3:7])[CH3:8].[C:9]([NH:10][C:11](=[O:12])[OH:13])([CH3:14])([CH3:15])[CH3:16].[Cl:49][CH2:50][Cl:51].[NH2:17][CH2:18][c:19]1[c:20](-[c:37]2[o:38][cH:39][cH:40][n:41]2)[n:21](-[c:31]2[cH:32][cH:33][cH:34][cH:35][cH:36]2)[c:22]2[cH:23][c:24]([Cl:30])[cH:25][cH:26][c:27]2[c:28]1=[O:29].[OH:42][C:43](=[O:44])[C:45]([F:46])([F:47])[F:48]>>[NH2:17][CH2:18][c:19]1[c:20](-[c:37]2[o:38][cH:39][cH:40][n:41]2)[n:21](-[c:31]2[cH:32][cH:33][cH:34][cH:35][cH:36]2)[c:22]2[cH:23][c:24]([Cl:30])[cH:25][cH:26][c:27]2[c:28]1=[O:29].[O:42]=[C:43]([OH:44])[C:45]([F:46])([F:47])[F:48]. The reactants are O=C([O-])O, Clc1ccc(OCc2ccccc2)cn1, C1CCOC1, C[Si](C)(C)[N-][Si](C)(C)C, Cl, [Li+], [Na+], O=C(C=Cc1ccccc1)C=Cc1ccccc1, O=C(C=Cc1ccccc1)C=Cc1ccccc1, O=C(C=Cc1ccccc1)C=Cc1ccccc1, [Pd], [Pd]. The product is Nc1ccc(OCc2ccccc2)cn1, Cl. RXN SMILES: [C:27](=[O:28])([OH:29])[O-:30].[CH2:1]([c:2]1[cH:3][cH:4][cH:5][cH:6][cH:7]1)[O:8][c:9]1[cH:10][cH:11][c:12]([Cl:15])[n:13][cH:14]1.[CH2:88]1[O:89][CH2:90][CH2:91][CH2:92]1.[CH3:16][Si:17]([N-:18][Si:21]([CH3:22])([CH3:23])[CH3:24])([CH3:19])[CH3:20].[ClH:26].[Li+:25].[Na+:31].[O:34]=[C:35]([CH:36]=[CH:37][c:38]1[cH:39][cH:40][cH:41][cH:42][cH:43]1)[CH:44]=[CH:45][c:46]1[cH:47][cH:48][cH:49][cH:50][cH:51]1.[O:52]=[C:53]([CH:54]=[CH:55][c:56]1[cH:57][cH:58][cH:59][cH:60][cH:61]1)[CH:62]=[CH:63][c:64]1[cH:65][cH:66][cH:67][cH:68][cH:69]1.[O:70]=[C:71]([CH:72]=[CH:73][c:74]1[cH:75][cH:76][cH:77][cH:78][cH:79]1)[CH:80]=[CH:81][c:82]1[cH:83][cH:84][cH:85][cH:86][cH:87]1.[Pd:32].[Pd:33]>>[CH2:1]([c:2]1[cH:3][cH:4][cH:5][cH:6][cH:7]1)[O:8][c:9]1[cH:10][cH:11][c:12]([NH2:18])[n:13][cH:14]1.[ClH:15]. Starting materials: BrC=1C=C2C=3CCCC(C3NC2=CC1)N (6-bromo-2,3,4,9-tetrahydro-1H-carbazol-1-amine), ClC1=NC=C(C#N)C=C1 (6-chloronicotinonitrile). Product: BrC=1C=C2C=3CCCC(C3NC2=CC1)NC1=NC=C(C#N)C=C1 (6-[(6-Bromo-2,3,4,9-tetrahydro-1H-carbazol-1-yl)amino]nicotinonitrile), light brown solid. The yield is 6.0%. As a reaction SMILES: [Br:1][C:2]1[CH:3]=[C:4]2[C:12](=[CH:13][CH:14]=1)[NH:11][C:10]1[CH:9]([NH2:15])[CH2:8][CH2:7][CH2:6][C:5]2=1.Cl[C:17]1[CH:24]=[CH:23][C:20]([C:21]#[N:22])=[CH:19][N:18]=1>>[Br:1][C:2]1[CH:3]=[C:4]2[C:12](=[CH:13][CH:14]=1)[NH:11][C:10]1[CH:9]([NH:15][C:17]3[CH:24]=[CH:23][C:20]([C:21]#[N:22])=[CH:19][N:18]=3)[CH2:8][CH2:7][CH2:6][C:5]2=1. Procedure details: 6-[(6-Bromo-2,3,4,9-tetrahydro-1H-carbazol-1-yl)amino]nicotinonitrile was prepared from 6-bromo-2,3,4,9-tetrahydro-1H-carbazol-1-amine (75 mg, 0.28 mmol) and 6-chloronicotinonitrile (118 mg, 0.85 mmol) in a similar manner as described in Example 22 to give 6.5 mg (6%) of a light brown solid. 1H-NMR (DMSO-d6): δ 10.95 (s, 1H), 8.36 (s, 1H), 7.79 (d, 1H), 7.64 (dd, 1H), 7.57 (d, 1H), 7.23 (d, 1H), 7.13 (dd, 1H), 6.62 (d, 1H), 5.40-5.35 (m, 1H), 2.70-2.55 (m, 2H), 2.07-1.78 (m, 4H); MS m/z (M−1) 36...